Dataset: the Open Reaction Database (ORD), a public repository of structured organic reaction records. Task: describe an organic reaction: reactants, conditions, products, and yield Starting materials: C1(=CC=CC=C1)C1OC2=CC=C(C=C2C(C1)O)O (2-phenylchroman-4,6-diol), ClC1=CC=C(C=C1)C1OC2=CC=C(C=C2C(C1)=O)O (2-(4-chlorophenyl)-6-hydroxychroman-4-one). Product: ClC1=CC=C(C=C1)C1OC2=CC=C(C=C2C(C1)O)O (2-(4-Chlorophenyl)chroman-4,6-diol). RXN SMILES: C1(C2CC(O)C3C(=CC=C(O)C=3)O2)C=CC=CC=1.[Cl:19][C:20]1[CH:25]=[CH:24][C:23]([CH:26]2[CH2:35][C:34](=[O:36])[C:33]3[C:28](=[CH:29][CH:30]=[C:31]([OH:37])[CH:32]=3)[O:27]2)=[CH:22][CH:21]=1>>[Cl:19][C:20]1[CH:25]=[CH:24][C:23]([CH:26]2[CH2:35][CH:34]([OH:36])[C:33]3[C:28](=[CH:29][CH:30]=[C:31]([OH:37])[CH:32]=3)[O:27]2)=[CH:22][CH:21]=1. Procedure details: 2-(4-Chlorophenyl)chroman-4,6-diol was prepared as described for 2-phenylchroman-4,6-diol in Example 8(a) starting from 375 mg of 2-(4-chlorophenyl)-6-hydroxychroman-4-one. 1H NMR (400 MHz, d6-DMSO) δ: 8.84 (s, 1H), 7.49-7.44 (m, 4H), 6.88 (d, 1H, J 2.8 Hz), 6.60 (d, 1H, J 8.6 Hz), 6.55 (dd, 1H, J 8.6, 2.8 Hz), 5.43 (bs, 1H), 5.14 (dd, 1H, J 11.9, 1.6 Hz), 4.87 (m, 1H), 2.26 (m, 1H), 1.85 (m, 1H). The reactants are Cl (HCl), ClC=1C=C(C=CC1Cl)C12CC(CC2C1)=O (1-(3,4-dichlorophenyl)bicyclo[3.1.0]hexan-3-one), CN (methylamine), [BH3-]C#N.[Na+] (NaCNBH3), CO (methanol). Conditions: time 8 hour. The product is Cl.CNC1CC2(CC2C1)C1=CC(=C(C=C1)Cl)Cl (N-methyl-1-(3,4-dichlorophenyl)bicyclo[3.1.0]hexan-3-amine hydrochloride), Cl.C(C)OCC (HCl diethyl ether). Reaction SMILES: [Cl:1][C:2]1[CH:3]=[C:4]([C:9]23[CH2:14][CH:13]2[CH2:12][C:11](=O)[CH2:10]3)[CH:5]=[CH:6][C:7]=1[Cl:8].CN.[BH3-][C:19]#[N:20].[Na+].[ClH:22].[CH3:23][OH:24]>>[ClH:1].[CH3:19][NH:20][CH:11]1[CH2:12][CH:13]2[C:9]([C:4]3[CH:5]=[CH:6][C:7]([Cl:8])=[C:2]([Cl:1])[CH:3]=3)([CH2:14]2)[CH2:10]1.[ClH:22].[CH2:23]([O:24][CH2:2][CH3:7])[CH3:19] |f:2.3,6.7,8.9|. Procedure details: To a solution of 1-(3,4-dichlorophenyl)bicyclo[3.1.0]hexan-3-one (100 mg; 0.41 mmol) in methanol (3 mL) was added methylamine (33% in ethanol; 1 mL) and NaCNBH3 (33 mg; 0.53 mmol; 1.3 eq). The mixture was stirred at room temperature overnight. The reaction mixture was cooled to 10° C., and acidified with 1 N HCl (4 mL). The reaction mixture was concentrated at 30° C., and the resulting aqueous layer was diluted with H2O (10 mL). The aqueous layer was then extracted with ethyl acetate (15 mL) to ... The reactants are C(C)OC1=CC=C(C=C1)CCCN1CCNCC1 (1-[3-(p-ethoxyphenyl)propyl]piperazine), O1C(=CC=C1)C(=O)Cl (2-furoyl chloride). Solvent: C1=CC=CC=C1 (benzene). Yields the product Cl.C(C)OC1=CC=C(C=C1)CCCN1CCN(CC1)C(=O)C=1OC=CC1 (1-[3-(p-Ethoxyphenyl)propyl]-4-(2-furoyl)piperazine hydrochloride). RXN SMILES: [CH2:1]([O:3][C:4]1[CH:9]=[CH:8][C:7]([CH2:10][CH2:11][CH2:12][N:13]2[CH2:18][CH2:17][NH:16][CH2:15][CH2:14]2)=[CH:6][CH:5]=1)[CH3:2].[O:19]1[CH:23]=[CH:22][CH:21]=[C:20]1[C:24]([Cl:26])=[O:25]>C1C=CC=CC=1>[ClH:26].[CH2:1]([O:3][C:4]1[CH:5]=[CH:6][C:7]([CH2:10][CH2:11][CH2:12][N:13]2[CH2:18][CH2:17][N:16]([C:24]([C:20]3[O:19][CH:23]=[CH:22][CH:21]=3)=[O:25])[CH2:15][CH2:14]2)=[CH:8][CH:9]=1)[CH3:2] |f:3.4|. Reported procedure: The compound was obtained by following the same process as in Example 2 from a mixture of 1-[3-(p-ethoxyphenyl)propyl]piperazine [b.p. 162° - 165°C (4 mmHg), dihydrochloride, m.p. 232° - 239°C], 2-furoyl chloride and benzene.